Dataset: the Open Reaction Database (ORD), a public repository of structured organic reaction records. Task: describe an organic reaction: reactants, conditions, products, and yield Reactants: NC=1C(=CC2=C(N(C(S2)=O)C(C)C)C1)F (5-amino-3-isopropyl-6-fluoro-2(3H)-benzothiazolone), C(=O)(Cl)Cl.C1(=CC=CC=C1)C (phosgene toluene), resultant solution. Solvent: C1(=CC=CC=C1)C (toluene). Yields the product FC1=CC2=C(N(C(S2)=O)C(C)C)C=C1N=C=O (6-fluoro-3-isopropyl-2(3H)-benzothiazolon-5-yl isocyanate). RXN SMILES: [NH2:1][C:2]1[C:3]([F:15])=[CH:4][C:5]2[S:9][C:8](=[O:10])[N:7]([CH:11]([CH3:13])[CH3:12])[C:6]=2[CH:14]=1.[C:16](Cl)(Cl)=[O:17].C1(C)C=CC=CC=1>C1(C)C=CC=CC=1>[F:15][C:3]1[C:2]([N:1]=[C:16]=[O:17])=[CH:14][C:6]2[N:7]([CH:11]([CH3:13])[CH3:12])[C:8](=[O:10])[S:9][C:5]=2[CH:4]=1 |f:1.2|. Procedure: A solution of 5-amino-3-isopropyl-6-fluoro-2(3H)-benzothiazolone (5 g) in toluene (70 ml) was added to 1M phosgene/toluene, and the resultant solution was stirred at 90° to 95° C. for 1 hour, followed by concentration under reduced pressure. The residue was crystallized from n-hexane to give 6-fluoro-3-isopropyl-2(3H)-benzothiazolon-5-yl isocyanate (5.2 g). m.p., 149°-150° C.